Dataset: the Open Reaction Database (ORD), a public repository of structured organic reaction records. Task: describe an organic reaction: reactants, conditions, products, and yield The reactants are ClC=1C=C2CN(C(C2=C(C1)I)=O)CC1=CC=C(C=C1)OC1=CC=CC=C1 (5-chloro-7-iodo-2-(4-phenoxy-benzyl)-2,3-dihydro-isoindol-1-one), [C-]#N.[Na+] (sodium cyanide), CCCCCC.CCOC(=O)C (hexane EtOAc). Reagents/catalysts: C=1C=CC(=CC1)[P](C=2C=CC=CC2)(C=3C=CC=CC3)[Pd]([P](C=4C=CC=CC4)(C=5C=CC=CC5)C=6C=CC=CC6)([P](C=7C=CC=CC7)(C=8C=CC=CC8)C=9C=CC=CC9)[P](C=1C=CC=CC1)(C=1C=CC=CC1)C=1C=CC=CC1 (Pd(PPh3)4), [Cu]I (CuI). Solvent: C(C)#N (acetonitrile). Conditions: temperature 80 celsius, time 18 hour. Yields the product ClC=1C=C(C=2C(N(CC2C1)CC1=CC=C(C=C1)OC1=CC=CC=C1)=O)C#N (6-chloro-3-oxo-2-(4-phenoxy-benzyl)-2,3-dihydro-1H-isoindole-4-carbonitrile). Yield: 57.7%. As a reaction SMILES: [Cl:1][C:2]1[CH:3]=[C:4]2[C:8](=[C:9](I)[CH:10]=1)[C:7](=[O:12])[N:6]([CH2:13][C:14]1[CH:19]=[CH:18][C:17]([O:20][C:21]3[CH:26]=[CH:25][CH:24]=[CH:23][CH:22]=3)=[CH:16][CH:15]=1)[CH2:5]2.[C-:27]#[N:28].[Na+].CCCCCC.CCOC(C)=O>C(#N)C.C1C=CC([P]([Pd]([P](C2C=CC=CC=2)(C2C=CC=CC=2)C2C=CC=CC=2)([P](C2C=CC=CC=2)(C2C=CC=CC=2)C2C=CC=CC=2)[P](C2C=CC=CC=2)(C2C=CC=CC=2)C2C=CC=CC=2)(C2C=CC=CC=2)C2C=CC=CC=2)=CC=1.[Cu]I>[Cl:1][C:2]1[CH:10]=[C:9]([C:27]#[N:28])[C:8]2[C:7](=[O:12])[N:6]([CH2:13][C:14]3[CH:15]=[CH:16][C:17]([O:20][C:21]4[CH:22]=[CH:23][CH:24]=[CH:25][CH:26]=4)=[CH:18][CH:19]=3)[CH2:5][C:4]=2[CH:3]=1 |f:1.2,3.4,^1:48,50,69,88|. Procedure details: A mixture of 5-chloro-7-iodo-2-(4-phenoxy-benzyl)-2,3-dihydro-isoindol-1-one (0.675 g, 1.42 mmol), Pd(PPh3)4 (0.162 g, 0.14 mmol), sodium cyanide (0.089 g, 1.85 mmol), and CuI (0.027 g, 0.14 mmol) in acetonitrile (5 mL) was stirred at 80° C. for 18 h. Workup and silica gel column chromatography using 2:1 hexanes-ethyl acetate (typically 2:1 hexane-EtOAc) afforded 6-chloro-3-oxo-2-(4-phenoxy-benzyl)-2,3-dihydro-1H-isoindole-4-carbonitrile (0.307 g, 58%). 1H NMR (300 MHz, CDCl3): δ (ppm) 4.32 (s, ... Reactants: C1(=CC=CC=C1)C1=NN=C2N1NC(C(=C2)C2=CC=CC=C2)=O (3,7-Diphenyl-1,2,4-triazolo[4,3-b]pyridazin-6-one), [H-].[Na+] (sodium hydride), ClCC=1N=NN(N1)C (5-chloromethyl-2-methyl-2H-tetrazole). The solvent is CN(C)C=O (DMF), CN(C)C=O (DMF). Reaction conditions: time 45 minute. The product is CN1N=C(N=N1)COC=1C(=CC=2N(N1)C(=NN2)C2=CC=CC=C2)C2=CC=CC=C2 (6-(2-Methyl-2H-tetrazol-5-ylmethoxy)-3,7-diphenyl-1,2,4-triazolo[4,3-b]pyridazine). Yield: 50.0%. Reaction SMILES: [C:1]1([C:7]2[N:11]3[NH:12][C:13](=[O:22])[C:14]([C:16]4[CH:21]=[CH:20][CH:19]=[CH:18][CH:17]=4)=[CH:15][C:10]3=[N:9][N:8]=2)[CH:6]=[CH:5][CH:4]=[CH:3][CH:2]=1.[H-].[Na+].Cl[CH2:26][C:27]1[N:28]=[N:29][N:30]([CH3:32])[N:31]=1>CN(C=O)C>[CH3:32][N:30]1[N:29]=[N:28][C:27]([CH2:26][O:22][C:13]2[C:14]([C:16]3[CH:17]=[CH:18][CH:19]=[CH:20][CH:21]=3)=[CH:15][C:10]3[N:11]([C:7]([C:1]4[CH:2]=[CH:3][CH:4]=[CH:5][CH:6]=4)=[N:8][N:9]=3)[N:12]=2)=[N:31]1 |f:1.2|. Procedure details: To the product from Example 73, Step a (0.15 g, 0.52 mmol) in anhydrous DMF (5 ml) was added sodium hydride (60% dispersion in oil, 31.2 mg, 0.780 mmol) and the mixture was stirred under nitrogen at room temperature for 45 min then at 80° C. for another 20 min. After allowing to cool, a solution of 5-chloromethyl-2-methyl-2H-tetrazole (Moderhack, D., Chem. Ber., 1975, 108, 887-896) (0.103 g, 0.780 mmol) in anhydrous DMF (4 ml) was added and the mixture was stirred at room temperature under nitro... Starting materials: C(=O)(OC)C1=C(C(=CC(=C1OC)OC)Cl)NC(=O)OC (methyl 2-carbomethoxy-6-chloro-3,4-dimethoxybenzenecarbamate), C(C)(=O)[O-].[NH4+] (ammonium acetate). Reaction conditions: temperature 128 celsius. Yields the product ClC=1C=C(C(=C2C(NC(NC12)=O)=O)OC)OC (8-Chloro-5,6-dimethoxyquinazolin-2,4-dione). Isolated yield 48.7%. As a reaction SMILES: [C:1]([C:5]1[C:10]([O:11][CH3:12])=[C:9]([O:13][CH3:14])[CH:8]=[C:7]([Cl:15])[C:6]=1[NH:16][C:17]([O:19]C)=O)(OC)=[O:2].C([O-])(=O)C.[NH4+:25]>>[Cl:15][C:7]1[CH:8]=[C:9]([O:13][CH3:14])[C:10]([O:11][CH3:12])=[C:5]2[C:6]=1[NH:16][C:17](=[O:19])[NH:25][C:1]2=[O:2] |f:1.2|. Procedure details: A mixture of 1.21 g (4.0 mmol) of methyl 2-carbomethoxy-6-chloro-3,4-dimethoxybenzenecarbamate and 3.17 g (20 mmol) of ammonium acetate was prepared and heated to 128° C. A solution was obtained and after one hour a white solid precipitated. The reaction mixture was cooled to room temperature, 25 mL of water was added, and the reaction mixture was cooled to 5° C. The product was filtered and washed with 2×5 mL of distilled water and 1×10 mL of methanol. Drying under vacuum gave 500 mg (49%) of w... The reactants are CC1NC2=CC=NC=C2NC1=O ((2RS)-2-Methyl-1,2-dihydro-1,4,6-triazanaphthalen-3(4H)-one), ClC(=O)OC(=C)C (isopropenyl chloroformate). The solvent is N1=CC=CC=C1 (pyridine). Conditions: time 8 hour. Product: C(=C)(C)OC(=O)N1C(C(NC2=CN=CC=C12)=O)C ((2RS)-1-(Isopropenyloxycarbonyl)-2-methyl-1,2-dihydro-1,4,6-triazanaphthalen-3(4H)-one). Isolated yield 12.0%. Reaction SMILES: [CH3:1][CH:2]1[C:11](=[O:12])[NH:10][C:9]2[C:4](=[CH:5][CH:6]=[N:7][CH:8]=2)[NH:3]1.Cl[C:14]([O:16][C:17]([CH3:19])=[CH2:18])=[O:15]>N1C=CC=CC=1>[C:17]([O:16][C:14]([N:3]1[C:4]2[C:9](=[CH:8][N:7]=[CH:6][CH:5]=2)[NH:10][C:11](=[O:12])[CH:2]1[CH3:1])=[O:15])([CH3:19])=[CH2:18]. Procedure: (2RS)-2-Methyl-1,2-dihydro-1,4,6-triazanaphthalen-3(4H)-one (A. Albert, G. B. Barlin J. Chem. Soc. 1963, 5156) (570 mg, 3.5 mmol) was dissolved in 30 ml of anhydrous pyridine and cooled in an ice bath. 0.42 ml (3.8 mmol) of isopropenyl chloroformate was added dropwise, and the mixture was subsequently stirred at room temperature overnight. Concentration, chromatography on silica gel (ethyl acetate/methanol=20:1) and crystallization (pentane/diethyl ether) resulted in 100 mg (12%) of the desired ... The reactants are stannic chloride, Cl (hydrochloric acid), 26.7, C(C)C1=CC=C(C(=O)Cl)C=C1 (p-ethylbenzoyl chloride), S1C=CC=C1 (thiophene). Run in C(Cl)Cl (methylene chloride), C(Cl)Cl (methylene chloride). Reaction conditions: time 3 hour. Product: S1C(=CC=C1)C(=O)C1=CC=C(C=C1)CC (p-ethylphenyl 2-thienyl ketone). As a reaction SMILES: [CH2:1]([C:3]1[CH:11]=[CH:10][C:6]([C:7](Cl)=[O:8])=[CH:5][CH:4]=1)[CH3:2].[S:12]1[CH:16]=[CH:15][CH:14]=[CH:13]1.Cl>C(Cl)Cl>[S:12]1[CH:16]=[CH:15][CH:14]=[C:13]1[C:7]([C:6]1[CH:10]=[CH:11][C:3]([CH2:1][CH3:2])=[CH:4][CH:5]=1)=[O:8]. Procedure details: To a stirred mixture of 26.7 parts of p-ethylbenzoyl chloride, 13.3 parts of thiophene in 80 parts of methylene chloride are added 41.1 parts of stannic chloride in 40 parts of methylene chloride at 30° C. Upon completion, stirring is continued for 3h. 30 at reflux temperature. The reaction mixture is poured onto a mixture of crushed ice and hydrochloric acid. The layers are separated and the aqueous phase is extracted with methylene chloride. The combined organic layers are washed with water, d... The reactants are CC(C)([O-])C.[K+] (potassium tert-butoxide), C(C1=CC=CC=C1)N1CC2C(C=3C=C(C=CC3C2=O)OC)C1 (2-benzyl-5-methoxy-2,3,3a,8a-tetrahydro-1H-2-aza-cyclopenta[a]inden-8-one). Reagents/catalysts: [Br-].C(C)[P+](C1=CC=CC=C1)(C1=CC=CC=C1)C1=CC=CC=C1 (Ethyltriphenylphosphonium bromide). Run in CCOCC (ether). Conditions: time 1 hour. Product: COC=1C=CC=2C(C3C(CNC3)C2C1)CC (5-Methoxy-8-ethyl-1,2,3,3a,8,8a-hexahydroindeno[1,2-c]pyrrole). Reaction SMILES: [CH3:1][C:2](C)([O-])C.[K+].C([N:14]1[CH2:28][CH:17]2[C:18]3[CH:19]=[C:20]([O:26][CH3:27])[CH:21]=[CH:22][C:23]=3[C:24](=O)[CH:16]2[CH2:15]1)C1C=CC=CC=1>[Br-].C([P+](C1C=CC=CC=1)(C1C=CC=CC=1)C1C=CC=CC=1)C.CCOCC>[CH3:27][O:26][C:20]1[CH:21]=[CH:22][C:23]2[CH:24]([CH2:1][CH3:2])[CH:16]3[CH2:15][NH:14][CH2:28][CH:17]3[C:18]=2[CH:19]=1 |f:0.1,3.4|. Procedure: Ethyltriphenylphosphonium bromide (0.6 g, 1.6 mmol) and potassium tert-butoxide (0.18 g, 1.6 mmol) were added to a solution of 2-benzyl-5-methoxy-2,3,3a,8a-tetrahydro-1H-2-aza-cyclopenta[a]inden-8-one (from Example 1, Step C) (0.32 g, 1.1 mmol) in anhydrous ether (2.2 mL). The reaction mixture was stirred for 1 hour at room temperature then filtered through celite. The celite was washed with ether (10 mL), and the filtrate was concentrated. The crude product was purified by column chromatography... Starting materials: Cl.C(=O)(O)C(CCCCCCN1C=NC=C1)O (1-(7-carboxy-7-hydroxyheptyl)imidazole hydrochloride), S(=O)(Cl)Cl (thionyl chloride). Run at time 8 hour. Product: Cl.C(=O)(O)C(CCCCCCN1C=NC=C1)Cl (1-(7-carboxy-7-chloroheptyl)imidazole hydrochloride). As a reaction SMILES: [ClH:1].[C:2]([CH:5](O)[CH2:6][CH2:7][CH2:8][CH2:9][CH2:10][CH2:11][N:12]1[CH:16]=[CH:15][N:14]=[CH:13]1)([OH:4])=[O:3].S(Cl)([Cl:20])=O>>[ClH:20].[C:2]([CH:5]([Cl:1])[CH2:6][CH2:7][CH2:8][CH2:9][CH2:10][CH2:11][N:12]1[CH:16]=[CH:15][N:14]=[CH:13]1)([OH:4])=[O:3] |f:0.1,3.4|. Procedure details: To 140 mg of 1-(7-carboxy-7-hydroxyheptyl)imidazole hydrochloride (prepared in Example 6(a)) was added dropwise 0.193 ml of thionyl chloride at from 0° C. to 3° C., and the mixture was stirred at room temperature overnight, and concentrated under reduced pressure. Ice was added to the obtained residue, and the mixture was stirred for 5 minutes, and concentrated under reduced pressure. A small amount of water was added to the residue, and insoluble materials were removed off, and the solution thu... Reactants: O1COC2=C1C=CC(=C2)C=2C=C1C=CC3=CC=CC4C3(OCO4)C1=C(C2CCC#N)C(=O)OC (methyl 9-(1,3-benzodioxol-5-yl)-8-(2-cyanoethyl)-naphtho[1,2-d]-1,3-benzodioxole-7-carboxylate), CN(C)C=O (DMF). Reagents/catalysts: [Ni] (Raney nickel). Run at time 6 hour. Yields the product NCCCC1=C(C=C2C=CC3=C(OCO3)C2=C1C1=CC2=C(OCO2)C=C1)C(=O)OC (Methyl 8-(3-Aminopropyl)-9-(1,3-benzodioxol-5-yl)-naphtho[1,2-d]-1,3-dioxole-7-carboxylate). Reaction SMILES: [O:1]1[C:5]2[CH:6]=[CH:7][C:8]([C:10]3C=C4[C:24](=[C:25]([C:31](OC)=[O:32])[C:26]=3[CH2:27][CH2:28][C:29]#[N:30])C35OCOC3C=CC=C5C=C4)=[CH:9][C:4]=2[O:3][CH2:2]1.CN([CH:38]=[O:39])C>[Ni]>[NH2:30][CH2:29][CH2:28][CH2:27][C:26]1[C:10]([C:8]2[CH:7]=[CH:6][C:5]3[O:1][CH2:2][O:3][C:4]=3[CH:9]=2)=[C:6]2[C:7]([CH:8]=[CH:9][C:4]3[O:3][CH2:2][O:1][C:5]=32)=[CH:24][C:25]=1[C:31]([O:39][CH3:38])=[O:32]. Procedure details: To a DMF (1 ml) solution of methyl 9-(1,3-benzodioxol-5-yl)-8-(2-cyanoethyl)-naphtho[1,2-d]-1,3-benzodioxole-7-carboxylate (21 mg) was added Raney nickel (about 200 mg) and stirred for 6 hours under hydrogen atmosphere. The catalist was filtered off and the reaction mixture was concentrated under reduced pressure, and the obtained residue was purified with column chromatography (silica gel 1 g, eluent:dichloromethane-methanol concentrated NH4OH=15:1:0.1) to give the entitled compound (11 mg). Starting materials: ClCCl, COC(=O)c1ccc2cc(CO)ccc2c1. Yields the product COC(=O)c1ccc2cc(C=O)ccc2c1. As a reaction SMILES: [Cl:17][CH2:18][Cl:19].[OH:1][CH2:2][c:3]1[cH:4][c:5]2[cH:6][cH:7][c:8]([C:13](=[O:14])[O:15][CH3:16])[cH:9][c:10]2[cH:11][cH:12]1>>[O:1]=[CH:2][c:3]1[cH:4][c:5]2[cH:6][cH:7][c:8]([C:13](=[O:14])[O:15][CH3:16])[cH:9][c:10]2[cH:11][cH:12]1. The reactants are O=C1CC2CC(=C(N12)C(=O)OCC1=CC=CC=C1)SC1=CC=C(C=C1)[N+](=O)[O-] (Benzyl 7-oxo-3-p-nitrophenylthio-1-azabicyclo [3.2.0]hept-2-ene-2-carboxylate). The reagents and catalysts are [Pd] (palladium on charcoal). Run in C(C)O (ethanol), C(C)O (ethanol). Reaction conditions: time 20 minute. Yields the product O=C1CC2CC(=C(N12)C(=O)OCC1=CC=CC=C1)SC1=CC=C(C=C1)N (Benzyl 7-oxo-3-p-aminophenylthio-1-azabicyclo [3.2.0]hept-2-ene-2-carboxylate). The yield is 75.7%. As a reaction SMILES: [O:1]=[C:2]1[N:8]2[CH:4]([CH2:5][C:6]([S:19][C:20]3[CH:25]=[CH:24][C:23]([N+:26]([O-])=O)=[CH:22][CH:21]=3)=[C:7]2[C:9]([O:11][CH2:12][C:13]2[CH:18]=[CH:17][CH:16]=[CH:15][CH:14]=2)=[O:10])[CH2:3]1>[Pd].C(O)C>[O:1]=[C:2]1[N:8]2[CH:4]([CH2:5][C:6]([S:19][C:20]3[CH:25]=[CH:24][C:23]([NH2:26])=[CH:22][CH:21]=3)=[C:7]2[C:9]([O:11][CH2:12][C:13]2[CH:18]=[CH:17][CH:16]=[CH:15][CH:14]=2)=[O:10])[CH2:3]1. Reported procedure: A catalyst of 10% palladium on charcoal (Engelhard 4505, 50 mg) suspended in 90% aqueous ethanol (10 ml) was prehydrogenated for 20 minutes at room temperature/atmospheric pressure. Benzyl 7-oxo-3-p-nitrophenylthio-1-azabicyclo [3.2.0]hept-2-ene-2-carboxylate (50 mg) partially dissolved in ethanol (10 ml) was added, and the mixture was hydrogenated at room temperature and atmospheric pressure for 1.5 hours. The catalyst was removed by filtration through "High-Flo", and the colourless filtrate wa...